Dataset: the Open Reaction Database (ORD), a public repository of structured organic reaction records. Task: describe an organic reaction: reactants, conditions, products, and yield Reactants: crude product, COC1=CC=C(C=C1)N1C=CC2=CC=CC=C12 (1-(4-methoxyphenyl)indole), CCOCC (ether). Yields the product COC1=CC=C(C=C1)N1C(CC2=CC=CC=C12)=O (1-[4-Methoxyphenyl)-2(1H,3H)-indolone). Reaction SMILES: [CH3:1][O:2][C:3]1[CH:8]=[CH:7][C:6]([N:9]2[C:17]3[C:12](=[CH:13][CH:14]=[CH:15][CH:16]=3)[CH:11]=[CH:10]2)=[CH:5][CH:4]=1.CC[O:20]CC>>[CH3:1][O:2][C:3]1[CH:4]=[CH:5][C:6]([N:9]2[C:17]3[C:12](=[CH:13][CH:14]=[CH:15][CH:16]=3)[CH2:11][C:10]2=[O:20])=[CH:7][CH:8]=1. Reported procedure: Omitting the final chromatography, but triturating the crude product three times with ether, 1-(4-methoxyphenyl)indole (18.1 g, 81 mmoles) was converted to title product., 12.0 g, m.p. 115°-117° C. pnmr/CDCl3/TMS/delta: 3.65 (s, 2H), 3.8 (s, 3H), 6.6-7.4 (m, 8H). Procedure: A mixture of 3-ethoxycarbonyl-5-pyridylboronic acid (529 mg, 1.91 mmol), 1,1′-bis(diphenylphosphino)ferrocenepalladium(II)-dichloride dichlormethane adduct (66 mg, 0.09 mmol) and 5-bromo-3-iodo-1-(2-trimethylsilanyl-ethoxymethyl)-1H-pyrazolo[3,4-b]pyridine (780 mg, 1.80 mmol) acetonitrile (5 mL) and 2 M aqueous solution of sodium carbonate (5 mL) were added and the mixture was irradiated in a Personal Chemistry Optimizer to 90° C. for 30 minutes. The crude reaction mixture was distributed betwee... The solvent is O (water). Yield: 61.0%. The reactants are C(C)OC(=O)C=1C=NC=C(C1)B(O)O (3-ethoxycarbonyl-5-pyridylboronic acid), 1,1′-bis(diphenylphosphino)ferrocenepalladium(II)-dichloride dichlormethane, BrC=1C=C2C(=NC1)N(N=C2I)COCC[Si](C)(C)C (5-bromo-3-iodo-1-(2-trimethylsilanyl-ethoxymethyl)-1H-pyrazolo[3,4-b]pyridine), aqueous solution, C([O-])([O-])=O.[Na+].[Na+] (sodium carbonate), C(C)(=O)OCC (ethyl acetate). As a reaction SMILES: [CH2:1]([O:3][C:4]([C:6]1[CH:7]=[N:8][CH:9]=[C:10](B(O)O)[CH:11]=1)=[O:5])[CH3:2].Br[C:16]1[CH:17]=[C:18]2[C:24](I)=[N:23][N:22]([CH2:26][O:27][CH2:28][CH2:29][Si:30]([CH3:33])([CH3:32])[CH3:31])[C:19]2=[N:20][CH:21]=1.C(=O)([O-])[O-].[Na+].[Na+].[C:40]([O:43][CH2:44][CH3:45])(=O)C>O>[CH2:1]([O:3][C:4](=[O:5])[C:6]1[CH:11]=[C:10]([C:16]2[CH:17]=[C:18]3[C:24]([C:10]4[CH:11]=[CH:6][CH:4]=[CH:45][C:44]=4[O:43][CH3:40])=[N:23][N:22]([CH2:26][O:27][CH2:28][CH2:29][Si:30]([CH3:33])([CH3:32])[CH3:31])[C:19]3=[N:20][CH:21]=2)[CH:9]=[N:8][CH:7]=1)[CH3:2] |f:2.3.4|. The product is C(C)OC(C1=CN=CC(=C1)C=1C=C2C(=NC1)N(N=C2C2=C(C=CC=C2)OC)COCC[Si](C)(C)C)=O (5-[3-(2-methoxy-phenyl)-1-(2-trimethylsilanyl-ethoxymethyl)-1H-pyrazolo[3,4-b]pyridin-5-yl]-nicotinic acid ethyl ester).